This data is from the Open Reaction Database (ORD), a public repository of structured organic reaction records. The task is: describe an organic reaction: reactants, conditions, products, and yield Reactants: BrC1=CC=NC=C1 (4-bromopyridine), C1COC2(CCC(CC2)=O)O1 (1,4-cyclohexanedione monoethylene acetal), [Cl-].[NH4+] (ammonium chloride), solution, C(CCC)[Li] (n-butyllithium). The solvent is CCOCC (ether), O1CCCC1 (tetrahydrofuran), CCOCC (ether), CCCCCC (hexane). Product: OC1(CCC(CC1)=O)C1=CC=NC=C1 (4-hydroxy-4-(4-pyridyl)cyclohexanone). The yield is 82.6%. As a reaction SMILES: C([Li])CCC.Br[C:7]1[CH:12]=[CH:11][N:10]=[CH:9][CH:8]=1.C1O[C:16]2([CH2:21][CH2:20][C:19](=[O:22])[CH2:18][CH2:17]2)[O:15]C1.[Cl-].[NH4+]>CCCCCC.CCOCC.O1CCCC1>[OH:22][C:19]1([C:7]2[CH:12]=[CH:11][N:10]=[CH:9][CH:8]=2)[CH2:20][CH2:21][C:16](=[O:15])[CH2:17][CH2:18]1 |f:3.4|. Procedure: 35 ml of ether was cooled to -78° C. and 20 ml of a 1.6 M solution of n-butyllithium in hexane was added thereto. To the obtained mixture, 5 g of 4-bromopyridine dissolved in 30 ml of ether was added. Then 5 g of 1,4-cyclohexanedione monoethylene acetal dissolved in 30 ml of tetrahydrofuran was further added thereto. After the completion of the reaction, the reaction mixture was poured into a saturated aqueous solution of ammonium chloride and purified by extracting with chloroform to give 5 g o... Starting materials: COC(=O)[C@@H]1CSC=2N1C(C(=C(C2C2=CC=CC=C2)CC2=CC=CC1=CC=CC=C21)C#N)=O ((3R)-6-Cyano-7-naphthalen-1-ylmethyl-5-oxo-8-phenyl-2,3-dihydro-5H-thiazolo[3,2-a]pyridine-3-carboxylic acid methyl ester), COC(=O)[C@@H]1CSC=2N1C(C(=C(C2C2=CC=CC=C2)CC2=CC=CC1=CC=CC=C21)Br)=O ((3R)-6-Bromo-7-naphthalen-1-ylmethyl-5-oxo-8-phenyl-2,3-dihydro-5H-thiazolo[3,2-a]pyridine-3-carboxylic acid methyl ester), COC(=O)C1CSC=2N1C(C(=C(C2C2CC2)CC2=CC=CC1=CC=CC=C21)Br)=O (6-Bromo-7-(naphtalen-1-ylmethyl)-5-oxo-8-cyclopropyl-2,3-dihydro-5H-thiazolo[3,2-a]pyridine-3-carboxylic Acid Methyl Ester). Product: COC(=O)C1CSC=2N1C(C(=C(C2C2CC2)CC2=CC=CC1=CC=CC=C21)C#N)=O (6-Cyano-7-(naphtalen-1-ylmethyl)-5-oxo-8-cyclopropyl-2,3-dihydro-5H-thiazolo[3,2-a]pyridine-3-carboxylic Acid Methyl Ester). The yield is 88.0%. Reaction SMILES: [CH3:1][O:2][C:3]([C@H:5]1[N:9]2[C:10](=[O:33])[C:11]([C:31]#[N:32])=[C:12]([CH2:20][C:21]3[C:30]4[C:25](=[CH:26][CH:27]=[CH:28][CH:29]=4)[CH:24]=[CH:23][CH:22]=3)[C:13]([C:14]3[CH:19]=[CH:18]C=CC=3)=[C:8]2[S:7][CH2:6]1)=[O:4].COC([C@H]1N2C(=O)C(Br)=C(CC3C4C(=CC=CC=4)C=CC=3)C(C3C=CC=CC=3)=C2SC1)=O.COC(C1N2C(=O)C(Br)=C(CC3C4C(=CC=CC=4)C=CC=3)C(C3CC3)=C2SC1)=O>>[CH3:1][O:2][C:3]([CH:5]1[N:9]2[C:10](=[O:33])[C:11]([C:31]#[N:32])=[C:12]([CH2:20][C:21]3[C:30]4[C:25](=[CH:26][CH:27]=[CH:28][CH:29]=4)[CH:24]=[CH:23][CH:22]=3)[C:13]([CH:14]3[CH2:18][CH2:19]3)=[C:8]2[S:7][CH2:6]1)=[O:4]. Procedure: By following the procedure described for the preparation of 6a from 5a, 5b (100 mg, 0.21 mmol) gave 6b as a white foam (78 mg, 88%). [α]D−44 (c 1.0, CHCl3); IR λ 3004, 2954, 2360, 2213, 1747, 1644, 1481, 1213, 1164, 792; 1H NMR (400 MHz, CDCl3) 8.12 (d, J=8.2 Hz, 1H), 7.89 (d, J=7.9 Hz, 1H), 7.75 (d, J=8.7 Hz, 1H), 7.62-7.51 (m, 2H), 7.34 (t, 1H), 6,89 (d, J=7.1 Hz, 1H) 5.74 (dd, J=6.7, 2.2 Hz, 1H), 4.83-4.70 (m, 2H), 3.86 (s, 3H), 3.76 (dd, J=9.0, 2.9 Hz, 1H), 3.58 (dd, J=9.8, 2.2 Hz, 1H), 1.27... Reactants: C1CCOC1, Cc1c(NC(=O)CC(C)(C)C)cc2c(c1C)OC(C)(C)C2=O, ClCCc1ccccc1, I, [Mg]. Product: Cc1c(NC(=O)CC(C)(C)C)cc2c(c1C)OC(C)(C)C2(O)CCc1ccccc1. RXN SMILES: [CH2:34]1[O:35][CH2:36][CH2:37][CH2:38]1.[CH3:12][C:13]([CH2:14][C:15](=[O:16])[NH:17][c:18]1[c:19]([CH3:31])[c:20]([CH3:30])[c:21]2[c:22]([cH:29]1)[C:23](=[O:28])[C:24]([CH3:26])([CH3:27])[O:25]2)([CH3:32])[CH3:33].[Cl:1][CH2:2][CH2:3][c:4]1[cH:5][cH:6][cH:7][cH:8][cH:9]1.[I:11].[Mg:10]>>[CH2:2]([CH2:3][c:4]1[cH:5][cH:6][cH:7][cH:8][cH:9]1)[C:23]1([OH:28])[c:22]2[c:21]([c:20]([CH3:30])[c:19]([CH3:31])[c:18]([NH:17][C:15]([CH2:14][C:13]([CH3:12])([CH3:32])[CH3:33])=[O:16])[cH:29]2)[O:25][C:24]1([CH3:26])[CH3:27]. Reactants: ClC=1N=NC(=CC1)Cl (3,6-dichloropyridazine), CC1(NC(CC(C1)O)(C)C)C (2,2,6,6-tetramethylpiperidin-4-ol), Ice water, C(C)(C)(C)O[K] (tBuOK). Run in C1CCOC1 (THF), C1CCOC1 (THF), Petroleum ether. Yields the product ClC=1N=NC(=CC1)OC1CC(NC(C1)(C)C)(C)C (3-chloro-6-((2,2,6,6-tetramethylpiperidin-4-yl)oxy)pyridazine). The yield is 71.6%. As a reaction SMILES: [Cl:1][C:2]1[N:3]=[N:4][C:5](Cl)=[CH:6][CH:7]=1.[CH3:9][C:10]1([CH3:19])[CH2:15][CH:14]([OH:16])[CH2:13][C:12]([CH3:18])([CH3:17])[NH:11]1.C(O[K])(C)(C)C>C1COCC1>[Cl:1][C:2]1[N:3]=[N:4][C:5]([O:16][CH:14]2[CH2:15][C:10]([CH3:19])([CH3:9])[NH:11][C:12]([CH3:18])([CH3:17])[CH2:13]2)=[CH:6][CH:7]=1. Procedure details: To a 30-L reactor was charged 3,6-dichloropyridazine (1 kg, 6.7 mol), 2,2,6,6-tetramethylpiperidin-4-ol (1.05 kg, 6.7 mol) and THF (5 L). The mixture was stirred and cooled to −5° C. tBuOK (1.13 kg, 10.1 mol) dissolved in THF (10 L) was added slowly to the reactor while keeping the temperature at −5-0° C. The reaction mixture became deep brown during addition. After the addition was complete, the mixture was stirred for 1 hour at −5-0° C., after which time HPLC analysis showed that the reaction ... Reactants: FC(C=CCO)(F)F (4,4,4-trifluoro-2-buten-1-ol), C=C1CC(=O)O1 (diketene). The reagents and catalysts are C(C)(=O)[O-].[Na+] (sodium acetate). Solvent: O1CCCC1 (tetrahydrofuran), O1CCCC1 (tetrahydrofuran), C(C)OCC (diethyl ether). Product: C(CC(=O)C)(=O)OC\C=C\C(F)(F)F (trans-4,4,4-trifluoro-2-buten-1-yl acetoacetate). Yield: 154.6%. As a reaction SMILES: [F:1][C:2]([F:8])([F:7])[CH:3]=[CH:4][CH2:5][OH:6].[CH2:9]=[C:10]1[O:14][C:12](=[O:13])[CH2:11]1>O1CCCC1.C(OCC)C.C([O-])(=O)C.[Na+]>[C:12]([O:6][CH2:5]/[CH:4]=[CH:3]/[C:2]([F:8])([F:7])[F:1])(=[O:13])[CH2:11][C:10]([CH3:9])=[O:14] |f:4.5|. Reported procedure: To a refluxing solution of 4,4,4-trifluoro-2-buten-1-ol (10 g, 79 mmol) and sodium acetate (0.51 g, 6.2 mmol) in anhydrous tetrahydrofuran (27 mL) under nitrogen, a solution of diketene (6.7 mL, 43.1 mmol) in anhydrous tetrahydrofuran (14 mL) was added dropwise over a period of 1 hour. The reaction mixture was heated at reflux for an additional 30 min upon completion of the addition. Then, the reaction mixture mixture was cooled to room temperature and diluted with diethyl ether (100 mL). The re... Starting materials: CC1(C)OC2C(CO)CC(Nc3cc(Cl)ncn3)C2O1, ClCCl, NC1CCc2ccccc21. Yields the product CC1(C)OC2C(CO)CC(Nc3cc(NC4CCc5ccccc54)ncn3)C2O1. Reaction SMILES: [Cl:1][c:2]1[cH:3][c:4]([NH:8][CH:9]2[CH2:10][CH:11]([CH2:19][OH:20])[CH:12]3[CH:13]2[O:14][C:15]([CH3:17])([CH3:18])[O:16]3)[n:5][cH:6][n:7]1.[Cl:31][CH2:32][Cl:33].[NH2:21][CH:22]1[CH2:23][CH2:24][c:25]2[cH:26][cH:27][cH:28][cH:29][c:30]21>>[c:2]1([NH:21][CH:22]2[CH2:23][CH2:24][c:25]3[cH:26][cH:27][cH:28][cH:29][c:30]32)[cH:3][c:4]([NH:8][CH:9]2[CH2:10][CH:11]([CH2:19][OH:20])[CH:12]3[CH:13]2[O:14][C:15]([CH3:17])([CH3:18])[O:16]3)[n:5][cH:6][n:7]1. The reactants are C(Cl)C1CO1 (epichlorohydrin), CN(C)C (Trimethylamine), C(Cl)C1CO1 (epichlorohydrin). Reaction conditions: time 30 minute. Product: [Cl-].O1C(C[N+](C)(C)C)C1 (2,3-epoxypropyltrimethylammonium chloride). As a reaction SMILES: [CH2:1]([CH:3]1[O:5][CH2:4]1)[Cl:2].[CH3:6][N:7]([CH3:9])[CH3:8]>>[Cl-:2].[O:5]1[CH2:4][CH:3]1[CH2:1][N+:7]([CH3:9])([CH3:8])[CH3:6] |f:2.3|. Reported procedure: A one-liter flask equipped with gas sparger, mechanical stirrer, thermometer and an aqueous acid trap was charged with epichlorohydrin (55.2 grams, 6.0 mol) and placed in an isothermal bath at 19° C. Trimethylamine gas (119.5 grams, 2.0 mol) was then sparged into the epichlorohydrin over a period of 3 hours. The temperature was maintained below 23° C. The solution was stirred for an additional 30 minutes and the precipitate collected by filtration. The crystalline product was washed with diethyl...